From a dataset of the Open Reaction Database (ORD), a public repository of structured organic reaction records. describe an organic reaction: reactants, conditions, products, and yield Starting materials: P(=O)(OC1=CC=CC=C1)(OC1=CC=CC=C1)OC(=C(C(=O)OCC1=CC=C(C=C1)[N+](=O)[O-])N1C2SC(=NC2C1=O)CC1=CC=CC=C1)C (diphenyl 1-(3-benzyl-7-oxo-4-thia-2,6-diazabicyclo[3,2,0]hept-2-en-6-yl)-1-(p-nitrobenzyloxycarbonyl)-prop-1-en-2-yl phosphate), N1CCOCC1 (morpholine), O (Water). Solvent: C(C)#N (acetonitrile). Run at time 2 hour. The product is C(C1=CC=CC=C1)C1=NC2C(N(C2S1)C(C(=O)OCC1=CC=C(C=C1)[N+](=O)[O-])=C(C)N1CCOCC1)=O (p-Nitrobenzyl α-(3-benzyl-7-oxo-4-thia-2,6-diazabicyclo[3,2,0]hept-2-en-6-yl)-α-(1-morpholinoethylidene)acetate). RXN SMILES: P(O[C:18]([CH3:48])=[C:19]([N:33]1[C:39](=[O:40])[CH:38]2[CH:34]1[S:35][C:36]([CH2:41][C:42]1[CH:47]=[CH:46][CH:45]=[CH:44][CH:43]=1)=[N:37]2)[C:20]([O:22][CH2:23][C:24]1[CH:29]=[CH:28][C:27]([N+:30]([O-:32])=[O:31])=[CH:26][CH:25]=1)=[O:21])(OC1C=CC=CC=1)(OC1C=CC=CC=1)=O.[NH:49]1[CH2:54][CH2:53][O:52][CH2:51][CH2:50]1.O>C(#N)C>[CH2:41]([C:36]1[S:35][CH:34]2[CH:38]([C:39](=[O:40])[N:33]2[C:19](=[C:18]([N:49]2[CH2:54][CH2:53][O:52][CH2:51][CH2:50]2)[CH3:48])[C:20]([O:22][CH2:23][C:24]2[CH:25]=[CH:26][C:27]([N+:30]([O-:32])=[O:31])=[CH:28][CH:29]=2)=[O:21])[N:37]=1)[C:42]1[CH:47]=[CH:46][CH:45]=[CH:44][CH:43]=1. Procedure: To a solution of diphenyl 1-(3-benzyl-7-oxo-4-thia-2,6-diazabicyclo[3,2,0]hept-2-en-6-yl)-1-(p-nitrobenzyloxycarbonyl)-prop-1-en-2-yl phosphate (6.86 g) in acetonitrile (50 ml) at 0°-5° C. was added morpholine (1.83 ml) dropwise and the reaction mixture stirred at this temperature for 2 hours. Water (50 ml) was added and the mixture was extracted with ethyl acetate (40 ml). The organic layer was separated, washed with water (30 ml) and saturated sodium chloride solution (30 ml), dried with magne... The reactants are BrC1=CC(=C(C=C1)C(=O)N1CCN(CC1)C1=C(C=C(C=C1)C)C)S(=O)(=O)C ((4-bromo-2-methanesulfonylphenyl)[4-(2,4-dimethylphenyl)piperazin-1-yl]methanone), C(C)[C@H]1NS(CC1)(=O)=O ((R)-3-ethylisothiazolidine 1,1-dioxide), C([O-])([O-])=O.[K+].[K+] (potassium carbonate), [I-].[K+] (potassium iodide), CNCCNC (N,N′-dimethylethylenediamine). Reagents/catalysts: [Cu]I (copper(I) iodide). The solvent is O (water), C1(=CC=CC=C1)C (toluene). Yields the product CC1=C(C=CC(=C1)C)N1CCN(CC1)C(=O)C1=C(C=C(C=C1)N1S(CC[C@H]1CC)(=O)=O)S(=O)(=O)C ((R)-[4-(2,4-dimethylphenyl)piperazin-1-yl][4-(3-ethyl-1,1-dioxo-1λ6-isothiazolidin-2-yl)-2-methanesulfonylphenyl]methanone). The yield is 8.5%. As a reaction SMILES: Br[C:2]1[CH:7]=[CH:6][C:5]([C:8]([N:10]2[CH2:15][CH2:14][N:13]([C:16]3[CH:21]=[CH:20][C:19]([CH3:22])=[CH:18][C:17]=3[CH3:23])[CH2:12][CH2:11]2)=[O:9])=[C:4]([S:24]([CH3:27])(=[O:26])=[O:25])[CH:3]=1.[CH2:28]([C@@H:30]1[CH2:34][CH2:33][S:32](=[O:36])(=[O:35])[NH:31]1)[CH3:29].C(=O)([O-])[O-].[K+].[K+].[I-].[K+].CNCCNC>[Cu]I.O.C1(C)C=CC=CC=1>[CH3:23][C:17]1[CH:18]=[C:19]([CH3:22])[CH:20]=[CH:21][C:16]=1[N:13]1[CH2:14][CH2:15][N:10]([C:8]([C:5]2[CH:6]=[CH:7][C:2]([N:31]3[C@H:30]([CH2:28][CH3:29])[CH2:34][CH2:33][S:32]3(=[O:36])=[O:35])=[CH:3][C:4]=2[S:24]([CH3:27])(=[O:26])=[O:25])=[O:9])[CH2:11][CH2:12]1 |f:2.3.4,5.6|. Procedure details: To a mixture of (4-bromo-2-methanesulfonylphenyl)[4-(2,4-dimethylphenyl)piperazin-1-yl]methanone (451 mg) described in Preparation Example 110, (R)-3-ethylisothiazolidine 1,1-dioxide (150 mg) described in Preparation Example 3, potassium carbonate (276 mg), potassium iodide (332 mg) and copper(I) iodide (95 mg) were added toluene (3 mL) and N,N′-dimethylethylenediamine (110 μL), and the mixture was stirred with heating under reflux for 15 hr. The reaction mixture was cooled, water was added, and... The reactants are O=[N+]([O-])c1ccc(C2CCN(Cc3ccccc3)C2)cc1F, CO, Cl[Sn]Cl. The product is Nc1ccc(C2CCN(Cc3ccccc3)C2)cc1F. RXN SMILES: [CH2:1]([c:2]1[cH:3][cH:4][cH:5][cH:6][cH:7]1)[N:8]1[CH2:9][CH:10]([c:13]2[cH:14][c:15]([F:22])[c:16]([N+:19]([O-:20])=[O:21])[cH:17][cH:18]2)[CH2:11][CH2:12]1.[CH3:26][OH:27].[Sn:23]([Cl:24])[Cl:25]>>[CH2:1]([c:2]1[cH:3][cH:4][cH:5][cH:6][cH:7]1)[N:8]1[CH2:9][CH:10]([c:13]2[cH:14][c:15]([F:22])[c:16]([NH2:19])[cH:17][cH:18]2)[CH2:11][CH2:12]1. The reactants are CO, [H][H], CCC1CN(Cc2ccccc2)CC(C)(CC)C1N, [OH-], [OH-], [Pd+2]. The product is CCC1CNCC(C)(CC)C1N. Reaction SMILES: [CH3:20][OH:21].[H:22][H:23].[NH2:1][CH:2]1[C:3]([CH3:17])([CH2:18][CH3:19])[CH2:4][N:5]([CH2:10][c:11]2[cH:12][cH:13][cH:14][cH:15][cH:16]2)[CH2:6][CH:7]1[CH2:8][CH3:9].[OH-:24].[OH-:25].[Pd+2:26]>>[NH2:1][CH:2]1[C:3]([CH3:17])([CH2:18][CH3:19])[CH2:4][NH:5][CH2:6][CH:7]1[CH2:8][CH3:9]. Starting materials: C(\C=C\CCCCCCC)(=O)O ((E)-2-decenoic acid), N1(CCCCC1)CCN1CCNCC1 (1-[2-(1-piperidinyl)ethyl]piperazine). Yields the product C(\C=C\CCCCCCC)(=O)N1CCN(CC1)CCN1CCCCC1 (1-((E)-2-Decenoyl)-4-(2-piperidin-1-ylethyl)piperazine). RXN SMILES: [C:1]([OH:12])(=O)/[CH:2]=[CH:3]/[CH2:4][CH2:5][CH2:6][CH2:7][CH2:8][CH2:9][CH3:10].[N:13]1([CH2:19][CH2:20][N:21]2[CH2:26][CH2:25][NH:24][CH2:23][CH2:22]2)[CH2:18][CH2:17][CH2:16][CH2:15][CH2:14]1>>[C:1]([N:24]1[CH2:23][CH2:22][N:21]([CH2:20][CH2:19][N:13]2[CH2:14][CH2:15][CH2:16][CH2:17][CH2:18]2)[CH2:26][CH2:25]1)(=[O:12])/[CH:2]=[CH:3]/[CH2:4][CH2:5][CH2:6][CH2:7][CH2:8][CH2:9][CH3:10]. Procedure details: The same procedures as in Example 2 were carried out using (E)-2-decenoic acid and 1-[2-(1-piperidinyl)ethyl]piperazine as starting raw materials, to produce an intended compound. Reactants: C(=O)(O)C1=NC2=CC(=CC(=C2C(=C1)C(=O)O)Cl)Cl (2,4-Dicarboxy-5,7-dichloroquinoline), CO (methanol). Run at time 1 hour. Product: C(=O)(O)C1=CC(=NC2=CC(=CC(=C12)Cl)Cl)C(=O)OC (4-Carboxy-5,7-dichloro-2-methoxycarbonylquinoline). As a reaction SMILES: [C:1]([C:4]1[CH:13]=[C:12]([C:14]([OH:16])=[O:15])[C:11]2[C:6](=[CH:7][C:8]([Cl:18])=[CH:9][C:10]=2[Cl:17])[N:5]=1)([OH:3])=[O:2].[CH3:19]O>>[C:14]([C:12]1[C:11]2[C:6](=[CH:7][C:8]([Cl:18])=[CH:9][C:10]=2[Cl:17])[N:5]=[C:4]([C:1]([O:3][CH3:19])=[O:2])[CH:13]=1)([OH:16])=[O:15]. Procedure: 2,4-Dicarboxy-5,7-dichloroquinoline was added to methanol (presaturated with dry hydrogen chloride) (500 ml) and the solution left at room temperature for 1 h. After this time the volume of solvent was reduced to approximately 100 ml and the white solid that precipitated was collected by filtration and dried in a vacuum oven at 100° C. (20 mm Hg) for 2 h to give the title compound (18.5 g, m.p. 260°-262° C.); δ (250 MHz, DMSO) 3.98 (3H, s, CH3), 8.11 (1H, s, 3-H), 8.15 (1H, d, J=2.1 Hz, 6-H or 8... Reactants: C=CC1CN(Cc2ccccc2)CCN1Cc1ccccc1, B1C2CCCC1CCC2, Clc1cccc(I)c1, [Na+], [OH-], c1ccc(P(c2ccccc2)c2ccccc2)cc1. The product is Clc1cccc(CCC2CN(Cc3ccccc3)CCN2Cc2ccccc2)c1. RXN SMILES: [CH2:1]([c:2]1[cH:3][cH:4][cH:5][cH:6][cH:7]1)[N:8]1[CH:9]([CH:21]=[CH2:22])[CH2:10][N:11]([CH2:14][c:15]2[cH:16][cH:17][cH:18][cH:19][cH:20]2)[CH2:12][CH2:13]1.[CH:23]12[CH2:24][CH2:25][CH2:26][CH:27]([BH:28]1)[CH2:29][CH2:30][CH2:31]2.[I:32][c:33]1[cH:34][c:35]([Cl:39])[cH:36][cH:37][cH:38]1.[Na+:60].[OH-:59].[c:40]1([P:41]([c:42]2[cH:43][cH:44][cH:45][cH:46][cH:47]2)[c:48]2[cH:49][cH:50][cH:51][cH:52][cH:53]2)[cH:54][cH:55][cH:56][cH:57][cH:58]1>>[CH2:1]([c:2]1[cH:3][cH:4][cH:5][cH:6][cH:7]1)[N:8]1[CH:9]([CH2:21][CH2:22][c:33]2[cH:34][c:35]([Cl:39])[cH:36][cH:37][cH:38]2)[CH2:10][N:11]([CH2:14][c:15]2[cH:16][cH:17][cH:18][cH:19][cH:20]2)[CH2:12][CH2:13]1. The reactants are N1C(=CC2=CC=CC=C12)CC(=O)OC (methyl indole-2 acetate), C(C)(=O)C=1C=NC=CC1 (3-acetylpyridine), OS(=O)(=O)O (H2SO4), N#N (N2), ice, [NH4+].[OH-] (NH4OH). The solvent is CO (MeOH). The product is C(=O)(OC)CC=1NC2=CC=CC=C2C1C(=C)C=1C=NC=CC1 (1-[2-(Carbomethoxymethyl)-3-indolyl]-1-(3-pyridyl) ethene). Reaction SMILES: [NH:1]1[C:9]2[C:4](=[CH:5][CH:6]=[CH:7][CH:8]=2)[CH:3]=[C:2]1[CH2:10][C:11]([O:13][CH3:14])=[O:12].[C:15]([C:18]1[CH:19]=[N:20][CH:21]=[CH:22][CH:23]=1)(=O)[CH3:16].OS(O)(=O)=O.N#N.[NH4+].[OH-]>CO>[C:11]([CH2:10][C:2]1[NH:1][C:9]2[C:4]([C:3]=1[C:15]([C:18]1[CH:19]=[N:20][CH:21]=[CH:22][CH:23]=1)=[CH2:16])=[CH:5][CH:6]=[CH:7][CH:8]=2)([O:13][CH3:14])=[O:12] |f:4.5|. Reported procedure: A solution of 6.13 g (0.032 m) of methyl indole-2 acetate, 7.16 g (7.0 mL, 0.059 m) of 3-acetylpyridine, and 10 mL of concentrated H2SO4 in 200 mL of dry MeOH was refluxed for 2 hours in an atmosphere of N2. The clear red solution was poured onto 600 g of ice. It was made alkaline with NH4OH and extracted with 2×500 mL portions of ether. The ether solution was washed with H2O, dried, and concentrated to dryness. The residue was triturated with hexane-ether (1:1), and the crystals that formed wer... The reactants are Cc1cccc(C)c1NC(=O)c1ccc(C#N)cc1, CC(C)(C)O, [Cl-], [K+], [Na+], [OH-]. Yields the product Cc1cccc(C)c1NC(=O)c1ccc(C(N)=O)cc1. RXN SMILES: [C:1](#[N:2])[c:3]1[cH:4][cH:5][c:6]([C:7](=[O:8])[NH:9][c:10]2[c:11]([CH3:17])[cH:12][cH:13][cH:14][c:15]2[CH3:16])[cH:18][cH:19]1.[C:24]([OH:25])([CH3:26])([CH3:27])[CH3:28].[Cl-:23].[K+:21].[Na+:22].[OH-:20]>>[C:1]([NH2:2])([c:3]1[cH:4][cH:5][c:6]([C:7](=[O:8])[NH:9][c:10]2[c:11]([CH3:17])[cH:12][cH:13][cH:14][c:15]2[CH3:16])[cH:18][cH:19]1)=[O:20].